This data is from the Open Reaction Database (ORD), a public repository of structured organic reaction records. The task is: describe an organic reaction: reactants, conditions, products, and yield The reactants are CN(C)C=O, [Cl-], NCCO, O=C(O)c1ccccn1. Yields the product O=C(NCCO)c1ccccn1. RXN SMILES: [CH3:15][N:16]([CH3:17])[CH:18]=[O:19].[Cl-:5].[NH2:1][CH2:2][CH2:3][OH:4].[c:6]1([C:12](=[O:13])[OH:14])[cH:7][cH:8][cH:9][cH:10][n:11]1>>[NH:1]([CH2:2][CH2:3][OH:4])[C:12]([c:6]1[cH:7][cH:8][cH:9][cH:10][n:11]1)=[O:13]. The reactants are BrC(Br)(Br)Br, C[SiH](C)C1C(=O)N(C(C)(C)C)C1C=O, ClCCl, [Na+], O=C([O-])O, c1ccc(P(c2ccccc2)c2ccccc2)cc1. Product: C[SiH](C)C1C(=O)N(C(C)(C)C)C1C=C(Br)Br. Reaction SMILES: [Br:1][C:2]([Br:3])([Br:4])[Br:5].[C:25]([CH3:26])([CH3:27])([CH3:28])[N:29]1[C:30](=[O:38])[CH:31]([SiH:35]([CH3:36])[CH3:37])[CH:32]1[CH:33]=[O:34].[Cl:44][CH2:45][Cl:46].[Na+:43].[O-:39][C:40]([OH:41])=[O:42].[c:6]1([P:7]([c:8]2[cH:9][cH:10][cH:11][cH:12][cH:13]2)[c:14]2[cH:15][cH:16][cH:17][cH:18][cH:19]2)[cH:20][cH:21][cH:22][cH:23][cH:24]1>>[Br:1][C:2]([Br:5])=[CH:33][CH:32]1[N:29]([C:25]([CH3:26])([CH3:27])[CH3:28])[C:30](=[O:38])[CH:31]1[SiH:35]([CH3:36])[CH3:37]. The reactants are CC(C)(C)C(=O)OCCOC(=O)ON1C(=O)CCC1=O, NC(CO)C(=O)O. Product: CC(C)(C)C(=O)OCCOC(=O)NC(CO)C(=O)O. Reaction SMILES: [CH3:8][C:9]([C:10](=[O:11])[O:12][CH2:13][CH2:14][O:15][C:16](=[O:17])[O:18][N:19]1[C:20](=[O:21])[CH2:22][CH2:23][C:24]1=[O:25])([CH3:26])[CH3:27].[NH2:1][CH:2]([CH2:3][OH:4])[C:5]([OH:6])=[O:7]>>[NH:1]([CH:2]([CH2:3][OH:4])[C:5]([OH:6])=[O:7])[C:16]([O:15][CH2:14][CH2:13][O:12][C:10]([C:9]([CH3:8])([CH3:26])[CH3:27])=[O:11])=[O:17]. Starting materials: O=c1ccc(CO)c[nH]1, O=c1[nH]c2ncccc2c(=O)o1. Product: O=c1ccc(Cn2c(=O)oc(=O)c3cccnc32)c[nH]1. As a reaction SMILES: [OH:13][CH2:14][c:15]1[cH:16][cH:17][c:18](=[O:21])[nH:19][cH:20]1.[nH:1]1[c:2](=[O:12])[o:3][c:4](=[O:11])[c:5]2[c:6]1[n:7][cH:8][cH:9][cH:10]2>>[n:1]1([CH2:14][c:15]2[cH:16][cH:17][c:18](=[O:21])[nH:19][cH:20]2)[c:2](=[O:12])[o:3][c:4](=[O:11])[c:5]2[c:6]1[n:7][cH:8][cH:9][cH:10]2. Starting materials: CON=C1CCc2cc(-c3ccoc3C(C)=O)ccc21, COC(OC)N(C)C. The product is CON=C1CCc2cc(-c3ccoc3C(=O)C=CN(C)C)ccc21. RXN SMILES: [CH3:1][O:2][N:3]=[C:4]1[CH2:5][CH2:6][c:7]2[cH:8][c:9](-[c:13]3[c:14]([C:18]([CH3:19])=[O:20])[o:15][cH:16][cH:17]3)[cH:10][cH:11][c:12]21.[CH3:21][O:22][CH:23]([N:24]([CH3:25])[CH3:26])[O:27][CH3:28]>>[CH3:1][O:2][N:3]=[C:4]1[CH2:5][CH2:6][c:7]2[cH:8][c:9](-[c:13]3[c:14]([C:18]([CH:19]=[CH:23][N:24]([CH3:25])[CH3:26])=[O:20])[o:15][cH:16][cH:17]3)[cH:10][cH:11][c:12]21.